Dataset: the Open Reaction Database (ORD), a public repository of structured organic reaction records. Task: describe an organic reaction: reactants, conditions, products, and yield Reactants: ClC=1C=CC=C2C=C(C(=NC12)C(=O)O)[C@H](C)N1C(C2=CC=CC=C2C1=O)=O ((S)-8-chloro-3-(1-(1,3-dioxoisoindolin-2-yl)ethyl)-quinoline-2-carboxylic acid), C([O-])(O)=O.[Na+] (sodium bicarbonate), C(C)(=O)NN (acetic hydrazide). The solvent is CN(C)C=O (DMF), C(C)(=O)OCC (ethyl acetate), O (water). Run at time 2 hour. Product: C(C)(=O)NNC(=O)C1=NC2=C(C=CC=C2C=C1[C@H](C)N1C(C2=CC=CC=C2C1=O)=O)Cl ((S)—N′-acetyl-8-chloro-3-(1-(1,3-dioxoisoindolin-2-yl)ethyl)-quinoline-2-carbohydrazide). RXN SMILES: [Cl:1][C:2]1[CH:3]=[CH:4][CH:5]=[C:6]2[C:11]=1[N:10]=[C:9]([C:12](O)=[O:13])[C:8]([C@@H:15]([N:17]1[C:25](=[O:26])[C:24]3[C:19](=[CH:20][CH:21]=[CH:22][CH:23]=3)[C:18]1=[O:27])[CH3:16])=[CH:7]2.C(=O)(O)[O-].[Na+].[C:33]([NH:36][NH2:37])(=[O:35])[CH3:34]>CN(C=O)C.C(OCC)(=O)C.O>[C:33]([NH:36][NH:37][C:12]([C:9]1[C:8]([C@@H:15]([N:17]2[C:18](=[O:27])[C:19]3[C:24](=[CH:23][CH:22]=[CH:21][CH:20]=3)[C:25]2=[O:26])[CH3:16])=[CH:7][C:6]2[C:11](=[C:2]([Cl:1])[CH:3]=[CH:4][CH:5]=2)[N:10]=1)=[O:13])(=[O:35])[CH3:34] |f:1.2|. Procedure details: To a stirred solution of (S)-8-chloro-3-(1-(1,3-dioxoisoindolin-2-yl)ethyl)-quinoline-2-carboxylic acid (100 mg, 0.26 mmol) in DMF (3.0 mL) was added sodium bicarbonate (66 mg, 0.79 mmol), hoat (54 mg, 0/39 mmol), acetic hydrazide (23 mg, 0.31 mmol) and edc (76 mg, 0.39 mmol). The reaction was stirred at r.t. for 2 hours and then it was diluted with ethyl acetate (60 mL) and water (20 mL). The separated aqueous layer was extracted with ethyl acetate (30 mL) and the combined organic layers were w... Reactants: CCOC(=O)CC(=O)OCC, COC(=O)CC(=O)OC, O=[N+]([O-])c1ncccc1Cl, [K], [Li], [Na], O=C(O)CC(=O)O. Yields the product Cc1cccnc1[N+](=O)[O-]. RXN SMILES: [C:21]([O:22][CH2:23][CH3:24])(=[O:25])[CH2:26][C:27]([O:28][CH2:29][CH3:30])=[O:31].[C:32]([O:33][CH3:34])(=[O:35])[CH2:36][C:37]([O:38][CH3:39])=[O:40].[Cl:1][c:2]1[c:3]([N+:8](=[O:9])[O-:10])[n:4][cH:5][cH:6][cH:7]1.[K:19].[Li:20].[Na:18].[OH:11][C:12]([CH2:13][C:14](=[O:15])[OH:16])=[O:17]>>[c:2]1([CH3:12])[c:3]([N+:8](=[O:9])[O-:10])[n:4][cH:5][cH:6][cH:7]1. Reactants: [BH4-], CCN(Cc1cnc[nH]1)c1ccc(F)c(C=O)c1F, CO, [Na+]. The product is CCN(Cc1cnc[nH]1)c1ccc(F)c(CO)c1F. As a reaction SMILES: [BH4-:20].[CH2:1]([CH3:2])[N:3]([c:4]1[c:5]([F:13])[c:6]([CH:7]=[O:8])[c:9]([F:12])[cH:10][cH:11]1)[CH2:14][c:15]1[nH:16][cH:17][n:18][cH:19]1.[CH3:22][OH:23].[Na+:21]>>[CH2:1]([CH3:2])[N:3]([c:4]1[c:5]([F:13])[c:6]([CH2:7][OH:8])[c:9]([F:12])[cH:10][cH:11]1)[CH2:14][c:15]1[nH:16][cH:17][n:18][cH:19]1. Starting materials: ClC=1C=C(CN2CC(OCC2)CN)C=CC1Cl ([4-(3,4-Dichlorobenzyl)morpholin-2-yl]methylamine), S1C=C(C=C1)CC(=O)O (thien-3-ylacetic acid). Yields the product ClC=1C=C(CN2CC(OCC2)CNC(CC2=CSC=C2)=O)C=CC1Cl (N-{[4-(3,4-Dichlorobenzyl)morpholin-2-yl]methyl}-2-thien-3-ylacetamide). The yield is 20.3%. As a reaction SMILES: [Cl:1][C:2]1[CH:3]=[C:4]([CH:14]=[CH:15][C:16]=1[Cl:17])[CH2:5][N:6]1[CH2:11][CH2:10][O:9][CH:8]([CH2:12][NH2:13])[CH2:7]1.[S:18]1[CH:22]=[CH:21][C:20]([CH2:23][C:24](O)=[O:25])=[CH:19]1>>[Cl:1][C:2]1[CH:3]=[C:4]([CH:14]=[CH:15][C:16]=1[Cl:17])[CH2:5][N:6]1[CH2:11][CH2:10][O:9][CH:8]([CH2:12][NH:13][C:24](=[O:25])[CH2:23][C:20]2[CH:21]=[CH:22][S:18][CH:19]=2)[CH2:7]1. Procedure details: Example 32 was prepared in an analogous manner to Example 1 using a mixture of Intermediate 1 (0.056 g) and thien-3-ylacetic acid (0.028 g) to give the title compound (0.016 g). Reactants: CCOC(=O)c1ncc2[nH]c3c(c2c1COC)C(=O)CCC3, CC(C)O. Product: COCc1c(C(=O)OC(C)C)ncc2[nH]c3c(c12)C(=O)CCC3. RXN SMILES: [CH2:1]([CH3:2])[O:3][C:4](=[O:5])[c:6]1[n:7][cH:8][c:9]2[nH:10][c:11]3[c:16]([c:17]2[c:18]1[CH2:19][O:20][CH3:21])[C:15](=[O:22])[CH2:14][CH2:13][CH2:12]3.[CH:23]([OH:24])([CH3:25])[CH3:26]>>[CH:1]([CH3:2])([O:3][C:4](=[O:5])[c:6]1[n:7][cH:8][c:9]2[nH:10][c:11]3[c:16]([c:17]2[c:18]1[CH2:19][O:20][CH3:21])[C:15](=[O:22])[CH2:14][CH2:13][CH2:12]3)[CH3:23]. The reactants are CCOc1cc(C(C)(C)C)ncc1C1=NC(C)(c2ccc(Cl)cc2)C(C)(c2ccc(Cl)cc2)N1C(=O)N1CCC(CC(=O)O)CC1, CNC1CCCC1. Yields the product CCOc1cc(C(C)(C)C)ncc1C1=NC(C)(c2ccc(Cl)cc2)C(C)(c2ccc(Cl)cc2)N1C(=O)N1CCC(CC(=O)N(C)C2CCCC2)CC1. Reaction SMILES: [C:1]([CH3:2])([CH3:3])([CH3:4])[c:5]1[cH:6][c:7]([O:44][CH2:45][CH3:46])[c:8]([C:11]2=[N:15][C:14]([CH3:16])([c:17]3[cH:18][cH:19][c:20]([Cl:23])[cH:21][cH:22]3)[C:13]([CH3:24])([c:25]3[cH:26][cH:27][c:28]([Cl:31])[cH:29][cH:30]3)[N:12]2[C:32](=[O:33])[N:34]2[CH2:35][CH2:36][CH:37]([CH2:40][C:41](=[O:42])[OH:43])[CH2:38][CH2:39]2)[cH:9][n:10]1.[CH:47]1([NH:52][CH3:53])[CH2:48][CH2:49][CH2:50][CH2:51]1>>[C:1]([CH3:2])([CH3:3])([CH3:4])[c:5]1[cH:6][c:7]([O:44][CH2:45][CH3:46])[c:8]([C:11]2=[N:15][C:14]([CH3:16])([c:17]3[cH:18][cH:19][c:20]([Cl:23])[cH:21][cH:22]3)[C:13]([CH3:24])([c:25]3[cH:26][cH:27][c:28]([Cl:31])[cH:29][cH:30]3)[N:12]2[C:32](=[O:33])[N:34]2[CH2:35][CH2:36][CH:37]([CH2:40][C:41](=[O:42])[N:52]([CH:47]3[CH2:48][CH2:49][CH2:50][CH2:51]3)[CH3:53])[CH2:38][CH2:39]2)[cH:9][n:10]1. Reactants: COC1=C(C=C(C=O)C=C1)OC1CCCC1 (4-methoxy-3-cyclopentyloxy benzaldehyde), Cl.SC1=C(N)C=C(C=C1)F (2-mercapto-5-fluoroaniline hydrochloride). The solvent is O (water), FeCl3, CO (methanol). Reaction conditions: time 8 hour. The product is C1(CCCC1)OC=1C=C(C=CC1OC)C=1SC2=C(N1)C=C(C=C2)F (2-[3-(Cyclopentyloxy)-4-methoxyphenyl]-5-fluorobenzothiazole). The yield is 72.8%. Reaction SMILES: [CH3:1][O:2][C:3]1[CH:10]=[CH:9][C:6]([CH:7]=O)=[CH:5][C:4]=1[O:11][CH:12]1[CH2:16][CH2:15][CH2:14][CH2:13]1.Cl.[SH:18][C:19]1[CH:25]=[CH:24][C:23]([F:26])=[CH:22][C:20]=1[NH2:21]>CO.O>[CH:12]1([O:11][C:4]2[CH:5]=[C:6]([C:7]3[S:18][C:19]4[CH:25]=[CH:24][C:23]([F:26])=[CH:22][C:20]=4[N:21]=3)[CH:9]=[CH:10][C:3]=2[O:2][CH3:1])[CH2:16][CH2:15][CH2:14][CH2:13]1 |f:1.2|. Procedure: A mixture of (440 mg, 2 mmoles) 4-methoxy-3-cyclopentyloxy benzaldehyde and (400 mg, 2.1 mmoles) 2-mercapto-5-fluoroaniline hydrochloride was heated on a steam bath for 15 minutes. The resulting thick orange oil was cooled and dissolved in 5 ml of 10% FeCl3 in methanol and allowed to stir overnight. The reaction was diluted with water and extracted with CH2Cl2. The CH2Cl2 layer was dried and evaporated to give 760 mg of crude product which was purified on silica gel with CH2 Cl2 to give 500 mg o... The reactants are [Al+3], CCOCC, CC(=CC(=O)OCc1ccccc1)C(F)(F)F, [H-], [H-], [H-], [H-], [Li+]. The product is CC(=CCO)C(F)(F)F. Reaction SMILES: [Al+3:19].[CH3:24][CH2:25][O:26][CH2:27][CH3:28].[F:1][C:2]([C:3](=[CH:4][C:5](=[O:6])[O:7][CH2:8][c:9]1[cH:10][cH:11][cH:12][cH:13][cH:14]1)[CH3:15])([F:16])[F:17].[H-:18].[H-:21].[H-:22].[H-:23].[Li+:20]>>[F:1][C:2]([C:3](=[CH:4][CH2:5][OH:6])[CH3:15])([F:16])[F:17]. Reactants: C(C)(=O)C=1C(OC(=C(C1O)C(C)=O)O)=O (3,5-diacetyl-4,6-dihydroxy-2H-pyran-2-one), OC1=C(N)C=CC=C1 (o-hydroxyaniline). Solvent: CO (methanol). Yields the product C(C)(=O)C1=C(C(C(OC1=O)=O)=C(C)NC1=C(C=CC=C1)O)O (5-acetyl-4-hydroxy-3-[1-(o-hydroxyphenylamino)ethylidene]-2H-pyran-2,6(3H)-dione). As a reaction SMILES: [C:1]([C:4]1[C:5](=[O:15])[O:6][C:7]([OH:14])=[C:8]([C:11](=[O:13])[CH3:12])[C:9]=1[OH:10])(=O)[CH3:2].[OH:16][C:17]1[CH:23]=[CH:22][CH:21]=[CH:20][C:18]=1[NH2:19]>CO>[C:11]([C:8]1[C:7](=[O:14])[O:6][C:5](=[O:15])[C:4](=[C:1]([NH:19][C:18]2[CH:20]=[CH:21][CH:22]=[CH:23][C:17]=2[OH:16])[CH3:2])[C:9]=1[OH:10])(=[O:13])[CH3:12]. Procedure details: To a boiling solution of 4.24 g. (0.02 m.) of 3,5-diacetyl-4,6-dihydroxy-2H-pyran-2-one in 200 ml. of methanol is added 2.18 g. (0.02 m.) of o-hydroxyaniline. The resulting mixture is refluxed overnight and filtered to yield 5-acetyl-4-hydroxy-3-[1-(o-hydroxyphenylamino)ethylidene]-2H-pyran-2,6(3H)-dione, m.p. 210° -212° C.